This data is from the Open Reaction Database (ORD), a public repository of structured organic reaction records. The task is: describe an organic reaction: reactants, conditions, products, and yield Reaction SMILES: [CH3:43][S:44]([Cl:45])(=[O:46])=[O:47].[CH:1]([CH3:2])([CH3:3])[O:4][c:5]1[cH:6][cH:7][c:8]([NH:11][C:12](=[O:13])[N:14]2[CH2:15][CH2:16][CH:17]([c:20]3[n:21][cH:22][n:23][c:24]4[cH:25][cH:26][c:27]([C:30]#[C:31][CH2:32][OH:33])[cH:28][c:29]34)[CH2:18][CH2:19]2)[cH:9][cH:10]1.[CH:34]([N:35]([CH2:36][CH3:37])[CH:38]([CH3:39])[CH3:40])([CH3:41])[CH3:42].[Cl:48][CH2:49][Cl:50]>>[CH:1]([CH3:2])([CH3:3])[O:4][c:5]1[cH:6][cH:7][c:8]([NH:11][C:12](=[O:13])[N:14]2[CH2:15][CH2:16][CH:17]([c:20]3[n:21][cH:22][n:23][c:24]4[cH:25][cH:26][c:27]([C:30]#[C:31][CH2:32][O:33][S:44]([CH3:43])(=[O:46])=[O:47])[cH:28][c:29]34)[CH2:18][CH2:19]2)[cH:9][cH:10]1. Reactants: CS(=O)(=O)Cl, CC(C)Oc1ccc(NC(=O)N2CCC(c3ncnc4ccc(C#CCO)cc34)CC2)cc1, CCN(C(C)C)C(C)C, ClCCl. The product is CC(C)Oc1ccc(NC(=O)N2CCC(c3ncnc4ccc(C#CCOS(C)(=O)=O)cc34)CC2)cc1. Reactants: O=C([O-])[O-], CI, CC#N, [Cl-], O=C1C2=CCCCN2C(=O)N1c1cc(O)c(Cl)cc1Cl, [K+], [K+], [NH4+]. Yields the product COc1cc(N2C(=O)C3=CCCCN3C2=O)c(Cl)cc1Cl. RXN SMILES: [C:23](=[O:24])([O-:25])[O-:26].[CH3:21][I:22].[CH3:31][C:32]#[N:33].[Cl-:29].[Cl:1][c:2]1[c:3]([N:10]2[C:11](=[O:20])[N:12]3[C:13](=[CH:14][CH2:15][CH2:16][CH2:17]3)[C:18]2=[O:19])[cH:4][c:5]([OH:9])[c:6]([Cl:8])[cH:7]1.[K+:27].[K+:28].[NH4+:30]>>[Cl:1][c:2]1[c:3]([N:10]2[C:11](=[O:20])[N:12]3[C:13](=[CH:14][CH2:15][CH2:16][CH2:17]3)[C:18]2=[O:19])[cH:4][c:5]([O:9][CH3:23])[c:6]([Cl:8])[cH:7]1. The reactants are C(=O)(O)[O-].[Na+] (NaHCO3), BrCCCCC(=O)OC (methyl 5-bromovalerate), BrCCCCC(=O)OC (Methyl 5-bromovalerate), SC=1C2=C(SC1C(=O)N)C=CC(=C2)OC (3-mercapto-5-methoxybenzo[b]thiophene-2-carboxamide). Run in C1CCOC1 (THF), C(C)(=O)OCC (ethyl acetate). Run at time 8 hour. Yields the product NC(=O)C1=C(C2=C(S1)C=CC(=C2)OC)SC(CC(=O)OC)CC (methyl 3-[[2-(aminocarbonyl)-5-methoxybenzo[b]thien-3-yl]thio]pentanoate). The yield is 30.0%. As a reaction SMILES: Br[CH2:2][CH2:3][CH2:4][CH2:5][C:6]([O:8][CH3:9])=[O:7].[SH:10][C:11]1[C:12]2[CH:22]=[C:21]([O:23][CH3:24])[CH:20]=[CH:19][C:13]=2[S:14][C:15]=1[C:16]([NH2:18])=[O:17].C([O-])(O)=O.[Na+]>C1COCC1.C(OCC)(=O)C>[NH2:18][C:16]([C:15]1[S:14][C:13]2[CH:19]=[CH:20][C:21]([O:23][CH3:24])=[CH:22][C:12]=2[C:11]=1[S:10][CH:4]([CH2:3][CH3:2])[CH2:5][C:6]([O:8][CH3:9])=[O:7])=[O:17] |f:2.3|. Reported procedure: Methyl 5-bromovalerate (144 μL, 1.00 mmol) is added to a room temperature solution of 3-mercapto-5-methoxybenzo[b]thiophene-2-carboxamide (200 mg, 0.84 mmol) in 8 mL of THF followed by NaHCO3 (351 mg, 4.18 mmol) and the reaction mixture is stirred at room temperature overnight. Additional methyl 5-bromovalerate (100 μL) is added and the reaction mixture is stirred at room temperature for 3 days. The reaction mixture is diluted with ethyl acetate and washed with 1N HCl, water, saturated NaHCO3, a... Starting materials: O=C([O-])O, COCCOCOc1c(C(C)(C)C)cc(C#N)cc1C(C)(C)C, [H-], NN, [Na+], [Na+], C1CCOC1, O. Yields the product COCCOCOc1c(C(C)(C)C)cc(C(=N)NN)cc1C(C)(C)C. RXN SMILES: [C:28](=[O:29])([OH:30])[O-:31].[CH3:5][C:6]([CH3:7])([CH3:8])[c:9]1[cH:10][c:11]([C:12]#[N:13])[cH:14][c:15]([C:24]([CH3:25])([CH3:26])[CH3:27])[c:16]1[O:17][CH2:18][O:19][CH2:20][CH2:21][O:22][CH3:23].[H-:3].[NH2:1][NH2:2].[Na+:32].[Na+:4].[O:33]1[CH2:34][CH2:35][CH2:36][CH2:37]1.[OH2:38]>>[NH:1]([NH2:2])[C:12]([c:11]1[cH:10][c:9]([C:6]([CH3:5])([CH3:7])[CH3:8])[c:16]([O:17][CH2:18][O:19][CH2:20][CH2:21][O:22][CH3:23])[c:15]([C:24]([CH3:25])([CH3:26])[CH3:27])[cH:14]1)=[NH:13]. Reactants: C(C)C1=CC=2C(C3=CC=CC=C3C(C2C=C1)=O)=O (2-ethylanthraquinone), C1CC(=O)N(C1=O)Br (NBS), C(C1=CC=CC=C1)(=O)OOC(C1=CC=CC=C1)=O (benzoyl peroxide). Solvent: C(Cl)(Cl)(Cl)Cl (CCl4). Yields the product BrC(C)C1=CC=2C(C3=CC=CC=C3C(C2C=C1)=O)=O (2-(1-bromoethyl)-anthraquinone). As a reaction SMILES: [CH2:1]([C:3]1[CH:16]=[CH:15][C:14]2[C:13](=[O:17])[C:12]3[C:7](=[CH:8][CH:9]=[CH:10][CH:11]=3)[C:6](=[O:18])[C:5]=2[CH:4]=1)[CH3:2].C1C(=O)N([Br:26])C(=O)C1.C(OOC(=O)C1C=CC=CC=1)(=O)C1C=CC=CC=1>C(Cl)(Cl)(Cl)Cl>[Br:26][CH:1]([C:3]1[CH:16]=[CH:15][C:14]2[C:13](=[O:17])[C:12]3[C:7](=[CH:8][CH:9]=[CH:10][CH:11]=3)[C:6](=[O:18])[C:5]=2[CH:4]=1)[CH3:2]. Procedure: A mixture of 2-ethylanthraquinone (25 Kg, 105.9 mol), NBS (19.1 Kg, 107.3 mol) and benzoyl peroxide (70%, 200 g, 0.58 mol) in CCl4 (˜150L) is stirred at reflux for 1.5 hours. On cooling, the precipitate is collected by filtration and washed on the filter with ethanol, hot water and finally ethanol again. After drying, this may be used without further purification (i.e. recrystallisation from benzene/methanol (1:1)). The reactants are FC=1C=C(C=CC1C)NC1=C(SC(=C1)SC)C(=N)N ((3-Fluoro-4-methylphenyl)amino -5-methylthiothiophene-2-carboxamidine), [Cl-].[NH4+] (ammonium chloride), FC=1C=C(C=CC1C)NC=1C=C(SC1C)C(=S)OC (methyl 4-[(3-fluoro-4-methylphenyl)amino]-5-methylthiothiophene-2-carboxylate), C[Al](C)C (trimethylaluminum). The solvent is C1(=CC=CC=C1)C (toluene). The product is FC=1C=C(C=CC1C)NC=1C=C(SC1SC)C(=N)N (4-[(3-Fluoro-4-methylphenyl)amino]-5-methylthiothiophene-2-carboxamidine). The yield is 44.0%. Reaction SMILES: FC1C=C(N[C:10]2[CH:14]=[C:13]([S:15][CH3:16])[S:12][C:11]=2[C:17]([NH2:19])=[NH:18])C=CC=1C.[F:20][C:21]1[CH:22]=[C:23](NC2C=C(C(OC)=S)SC=2C)[CH:24]=[CH:25][C:26]=1[CH3:27].C[Al](C)C.[Cl-].[NH4+:44]>C1(C)C=CC=CC=1>[F:20][C:21]1[CH:22]=[C:23]([NH:44][C:14]2[CH:10]=[C:11]([C:17]([NH2:19])=[NH:18])[S:12][C:13]=2[S:15][CH3:16])[CH:24]=[CH:25][C:26]=1[CH3:27] |f:3.4|. Procedure: 4-[(3-Fluoro-4-methylphenyl)amino -5-methylthiothiophene-2-carboxamidine: The same procedure as in Example 253, step (b) was followed using 103 mg (0.349 mmol) of methyl 4-[(3-fluoro-4-methylphenyl)amino]-5-methylthiothiophene-2-carboxylate (as prepared in previous step), 2 mL of trimethylaluminum (2.0 M in toluene, 4 mmol), 216 mg of ammonium chloride (4 mmol) and 2 mL of toluene, and purified on a 2-g silica SPE column with 5% MeOH-CH2Cl2 to afford 45 mg (44%) of the title compound as a yellow... Reactants: CC1=CC(=C2C(=N1)N(C(=N2)CC)CC2=CC=C(C=C2)C(=C(C2=NN=NN2)SC)C2=CC=CC=C2)C (5,7-Dimethyl-2-ethyl-3-[[4-[2-methylthio-1-phenyl-2-(tetrazol-5-yl)vinyl]phenyl]methyl]-3H-imidazo[4,5-b]pyridine), ClC1=CC(=CC=C1)C(=O)OO (metachloroperbenzoic acid). Run in ClCCl (dichloromethane), ClCCl (dichloromethane). Yields the product CC1=CC(=C2C(=N1)N(C(=N2)CC)CC2=CC=C(C=C2)C(=C(C2=NN=NN2)S(=O)C)C2=CC=CC=C2)C (5,7-Dimethyl-2-ethyl-3-[[4-[2-methylsulfinyl-1-phenyl-2- (tetrazol-5-yl)vinyl)phenyl]methyl]-3H-imidazo[4,5-b]pyridine). Reaction SMILES: [CH3:1][C:2]1[N:7]=[C:6]2[N:8]([CH2:13][C:14]3[CH:19]=[CH:18][C:17]([C:20]([C:29]4[CH:34]=[CH:33][CH:32]=[CH:31][CH:30]=4)=[C:21]([S:27][CH3:28])[C:22]4[NH:26][N:25]=[N:24][N:23]=4)=[CH:16][CH:15]=3)[C:9]([CH2:11][CH3:12])=[N:10][C:5]2=[C:4]([CH3:35])[CH:3]=1.ClC1C=CC=C(C(OO)=[O:44])C=1>ClCCl>[CH3:1][C:2]1[N:7]=[C:6]2[N:8]([CH2:13][C:14]3[CH:15]=[CH:16][C:17]([C:20]([C:29]4[CH:34]=[CH:33][CH:32]=[CH:31][CH:30]=4)=[C:21]([S:27]([CH3:28])=[O:44])[C:22]4[NH:23][N:24]=[N:25][N:26]=4)=[CH:18][CH:19]=3)[C:9]([CH2:11][CH3:12])=[N:10][C:5]2=[C:4]([CH3:35])[CH:3]=1. Isolated yield 37.0%. Procedure: To a solution of 0.43 g (0.9 mmol) of the compound obtained in example 50 in 1.5 mL of dichloromethane, cooled to -78° C., was carefully added a solution of 0.27 g (0.81 mmol) of metachloroperbenzoic acid in 1.2 mL of dichloromethane. The cooling bath was removed, the reaction mixture was allowed to warm up to room temperature and was then heated at 30° C. for 90 min. Finally, it was allowed to cool to room temperature, water was added and it was extracted with dichloromethane. The organic phase... Procedure: In the manner of Example II B, 8.4 g of phenyl (3-ethoxy-4-ethoxycarbonyl-5-isothiazolyl)carbamate in 20 ml of dimethylformamide were allowed to react with 3.7 g of diethylamine. The solid from the reaction mixture was recrystallized from ethanol:water (70:30) to give 3.2 g of 1,1-diethyl-3-(3-ethoxy-4-ethoxycarbonyl-5-isothiazolyl)urea, m.p. 77°-80°. The nmr spectrum was consistent with the assigned structure. Reaction SMILES: [CH2:1]([O:3][C:4]1[C:8]([C:9]([O:11][CH2:12][CH3:13])=[O:10])=[C:7]([NH:14][C:15](=[O:23])OC2C=CC=CC=2)[S:6][N:5]=1)[CH3:2].[CH2:24]([NH:26][CH2:27][CH3:28])[CH3:25]>CN(C)C=O>[CH2:24]([N:26]([CH2:27][CH3:28])[C:15]([NH:14][C:7]1[S:6][N:5]=[C:4]([O:3][CH2:1][CH3:2])[C:8]=1[C:9]([O:11][CH2:12][CH3:13])=[O:10])=[O:23])[CH3:25]. The solvent is CN(C=O)C (dimethylformamide). The reactants are C(C)OC1=NSC(=C1C(=O)OCC)NC(OC1=CC=CC=C1)=O (phenyl (3-ethoxy-4-ethoxycarbonyl-5-isothiazolyl)carbamate), C(C)NCC (diethylamine). Product: C(C)N(C(=O)NC1=C(C(=NS1)OCC)C(=O)OCC)CC (1,1-diethyl-3-(3-ethoxy-4-ethoxycarbonyl-5-isothiazolyl)urea). Isolated yield 40.6%. The reactants are Cn1c(=O)cc(-c2cccc(Br)c2)c2cc(C(=O)c3ccc(Cl)cc3)cnc21, C1CCOC1, CCOC(C)=O, [Cu]I, C#C[Si](C)(C)C, c1ccc(P(c2ccccc2)(c2ccccc2)[Pd](P(c2ccccc2)(c2ccccc2)c2ccccc2)(P(c2ccccc2)(c2ccccc2)c2ccccc2)P(c2ccccc2)(c2ccccc2)c2ccccc2)cc1. Product: Cn1c(=O)cc(-c2cccc(C#C[Si](C)(C)C)c2)c2cc(C(=O)c3ccc(Cl)cc3)cnc21. Reaction SMILES: [Br:1][c:2]1[cH:3][c:4](-[c:8]2[cH:9][c:10](=[O:28])[n:11]([CH3:27])[c:12]3[n:13][cH:14][c:15]([C:18]([c:19]4[cH:20][cH:21][c:22]([Cl:25])[cH:23][cH:24]4)=[O:26])[cH:16][c:17]23)[cH:5][cH:6][cH:7]1.[CH2:35]1[O:36][CH2:37][CH2:38][CH2:39]1.[CH3:40][CH2:41][O:42][C:43]([CH3:44])=[O:45].[Cu:123][I:124].[Si:29]([CH3:30])([CH3:31])([CH3:32])[C:33]#[CH:34].[cH:46]1[cH:47][cH:48][c:49]([P:50]([Pd:51]([P:52]([c:53]2[cH:54][cH:55][cH:56][cH:57][cH:58]2)([c:59]2[cH:60][cH:61][cH:62][cH:63][cH:64]2)[c:65]2[cH:66][cH:67][cH:68][cH:69][cH:70]2)([P:71]([c:72]2[cH:73][cH:74][cH:75][cH:76][cH:77]2)([c:78]2[cH:79][cH:80][cH:81][cH:82][cH:83]2)[c:84]2[cH:85][cH:86][cH:87][cH:88][cH:89]2)[P:90]([c:91]2[cH:92][cH:93][cH:94][cH:95][cH:96]2)([c:97]2[cH:98][cH:99][cH:100][cH:101][cH:102]2)[c:103]2[cH:104][cH:105][cH:106][cH:107][cH:108]2)([c:109]2[cH:110][cH:111][cH:112][cH:113][cH:114]2)[c:115]2[cH:116][cH:117][cH:118][cH:119][cH:120]2)[cH:121][cH:122]1>>[c:2]1([C:34]#[C:33][Si:29]([CH3:30])([CH3:31])[CH3:32])[cH:3][c:4](-[c:8]2[cH:9][c:10](=[O:28])[n:11]([CH3:27])[c:12]3[n:13][cH:14][c:15]([C:18]([c:19]4[cH:20][cH:21][c:22]([Cl:25])[cH:23][cH:24]4)=[O:26])[cH:16][c:17]23)[cH:5][cH:6][cH:7]1. Starting materials: Br, Cc1ccc(C(=O)O)s1, COCCn1c(=N)sc2ccccc21. Product: COCCn1c(=NC(=O)c2ccc(C)s2)sc2ccccc21. RXN SMILES: [BrH:1].[CH3:16][c:17]1[cH:18][cH:19][c:20]([C:22](=[O:23])[OH:24])[s:21]1.[CH3:2][O:3][CH2:4][CH2:5][n:6]1[c:7](=[NH:15])[s:8][c:9]2[c:10]1[cH:11][cH:12][cH:13][cH:14]2>>[CH3:2][O:3][CH2:4][CH2:5][n:6]1[c:7](=[N:15][C:22]([c:20]2[cH:19][cH:18][c:17]([CH3:16])[s:21]2)=[O:23])[s:8][c:9]2[c:10]1[cH:11][cH:12][cH:13][cH:14]2.